From a dataset of the Open Reaction Database (ORD), a public repository of structured organic reaction records. describe an organic reaction: reactants, conditions, products, and yield Reactants: ClCCCBr, CS(C)=O, O=Cc1c[nH]c2ccc(Cl)cc12, [K+], [OH-]. Yields the product O=Cc1cn(CCCCl)c2ccc(Cl)cc12. RXN SMILES: [Br:15][CH2:16][CH2:17][CH2:18][Cl:19].[CH3:20][S:21]([CH3:22])=[O:23].[Cl:3][c:4]1[cH:5][c:6]2[c:7]([CH:13]=[O:14])[cH:8][nH:9][c:10]2[cH:11][cH:12]1.[K+:2].[OH-:1]>>[Cl:3][c:4]1[cH:5][c:6]2[c:7]([CH:13]=[O:14])[cH:8][n:9]([CH2:16][CH2:17][CH2:18][Cl:19])[c:10]2[cH:11][cH:12]1. Reactants: CC(=O)n1ncc2c(OCCCl)cccc21, CO, Cl. Product: ClCCOc1cccc2[nH]ncc12. Reaction SMILES: [C:1](=[O:2])([CH3:3])[n:4]1[n:5][cH:6][c:7]2[c:8]([O:13][CH2:14][CH2:15][Cl:16])[cH:9][cH:10][cH:11][c:12]12.[CH3:18][OH:19].[ClH:17]>>[nH:4]1[n:5][cH:6][c:7]2[c:8]([O:13][CH2:14][CH2:15][Cl:16])[cH:9][cH:10][cH:11][c:12]12. Starting materials: C(C)(C)(C)OC(=O)N[C@H](CC(C)C)C(=O)O (N-(tert-Butoxycarbonyl)-D-leucine), Cl.C(C1=CC=CC=C1)OC([C@@H](N)CC(C)(C)C)=O (benzyl-3-tert-butyl-L-alaninate hydrochloride). Product: C(C)(C)(C)OC(=O)N[C@H](CC(C)C)C(=O)N[C@@H](CC(C)(C)C)C(=O)OCC1=CC=CC=C1 (Benzyl N-(tert-butoxycarbonyl)-D-leucyl-3-tert-butyl-L-alaninate). RXN SMILES: [C:1]([O:5][C:6]([NH:8][C@@H:9]([C:14]([OH:16])=O)[CH2:10][CH:11]([CH3:13])[CH3:12])=[O:7])([CH3:4])([CH3:3])[CH3:2].Cl.[CH2:18]([O:25][C:26](=[O:34])[C@H:27]([CH2:29][C:30]([CH3:33])([CH3:32])[CH3:31])[NH2:28])[C:19]1[CH:24]=[CH:23][CH:22]=[CH:21][CH:20]=1>>[C:1]([O:5][C:6]([NH:8][C@@H:9]([C:14]([NH:28][C@H:27]([C:26]([O:25][CH2:18][C:19]1[CH:20]=[CH:21][CH:22]=[CH:23][CH:24]=1)=[O:34])[CH2:29][C:30]([CH3:33])([CH3:32])[CH3:31])=[O:16])[CH2:10][CH:11]([CH3:12])[CH3:13])=[O:7])([CH3:2])([CH3:3])[CH3:4] |f:1.2|. Procedure: N-(tert-Butoxycarbonyl)-D-leucine (230 mg, 1.0 mmol) and benzyl-3-tert-butyl-L-alaninate hydrochloride (300 mg, 1.10 mmol) (John X. He, Wayne L. Cody, Annette M. Doherty, J. Org. Chem., 1995, 60, 8262-8266) are reacted by general procedure 6. The crude product is purified (workup method 2) by preparative HPLC (method 16), resulting in 362 mg (80% of theory) of product. Reactants: BrC(Br)(Br)Br, ClCCl, OCCCc1ccc(O)cc1, c1ccc(P(c2ccccc2)c2ccccc2)cc1. Yields the product Oc1ccc(CCCBr)cc1. As a reaction SMILES: [Br:31][C:32]([Br:33])([Br:34])[Br:35].[Cl:36][CH2:37][Cl:38].[OH:1][c:2]1[cH:3][cH:4][c:5]([CH2:8][CH2:9][CH2:10][OH:11])[cH:6][cH:7]1.[c:12]1([P:13]([c:14]2[cH:15][cH:16][cH:17][cH:18][cH:19]2)[c:20]2[cH:21][cH:22][cH:23][cH:24][cH:25]2)[cH:26][cH:27][cH:28][cH:29][cH:30]1>>[OH:1][c:2]1[cH:3][cH:4][c:5]([CH2:8][CH2:9][CH2:10][Br:31])[cH:6][cH:7]1. Reactants: O=C1SC2=C(N1)C(=CC=C2)OC2=CC=CC=C2 (2-oxo-4-phenoxybenzothiazoline), BrCC(=O)OCC (ethyl bromoacetate), C([O-])([O-])=O.[K+].[K+] (potassium carbonate). The solvent is CC(=O)C (acetone). Product: O=C1SC2=C(N1CC(=O)OCC)C(=CC=C2)OC2=CC=CC=C2 (ethyl 2-oxo-4-phenoxy-3-benzothiazolineacetate). Isolated yield 73.9%. RXN SMILES: [O:1]=[C:2]1[NH:6][C:5]2[C:7]([O:11][C:12]3[CH:17]=[CH:16][CH:15]=[CH:14][CH:13]=3)=[CH:8][CH:9]=[CH:10][C:4]=2[S:3]1.Br[CH2:19][C:20]([O:22][CH2:23][CH3:24])=[O:21].C(=O)([O-])[O-].[K+].[K+]>CC(C)=O>[O:1]=[C:2]1[N:6]([CH2:19][C:20]([O:22][CH2:23][CH3:24])=[O:21])[C:5]2[C:7]([O:11][C:12]3[CH:13]=[CH:14][CH:15]=[CH:16][CH:17]=3)=[CH:8][CH:9]=[CH:10][C:4]=2[S:3]1 |f:2.3.4|. Reported procedure: A mixture of 2-oxo-4-phenoxybenzothiazoline (2.0 g), ethyl bromoacetate (1.7 g), potassium carbonate (1.4 g) in acetone (30 ml) was refluxed for an hour with stirring. After the resultant mixture was filtered, the filtrate was concentrated under reduced pressure to give a residue, which was recrystallized from a mixture of ethanol and n-hexane to give crystalline ethyl 2-oxo-4-phenoxy-3-benzothiazolineacetate (2.0 g). Starting materials: O=C1C(CN(CC1)C(=O)OC(C)(C)C)C(=O)OC (1-tert-butyl 3-methyl 4-oxopiperidine-1,3-dicarboxylate), CCN(C(C)C)C(C)C (DIPEA), O(S(=O)(=O)C(F)(F)F)S(=O)(=O)C(F)(F)F (Tf2O). Run in C(Cl)Cl (DCM), C(Cl)Cl (DCM). Reaction conditions: time 2 hour. The product is FC(S(=O)(=O)OC1=C(CN(CC1)C(=O)OC(C)(C)C)C(=O)OC)(F)F (1-tert-butyl 3-methyl 4-(((trifluoromethyl)sulfonyl)oxy)-5,6-dihydropyridine-1,3(2H)-dicarboxylate), crude product. Reaction SMILES: [O:1]=[C:2]1[CH2:7][CH2:6][N:5]([C:8]([O:10][C:11]([CH3:14])([CH3:13])[CH3:12])=[O:9])[CH2:4][CH:3]1[C:15]([O:17][CH3:18])=[O:16].CCN(C(C)C)C(C)C.[O:28](S(C(F)(F)F)(=O)=O)[S:29]([C:32]([F:35])([F:34])[F:33])(=O)=[O:30]>C(Cl)Cl>[F:33][C:32]([F:35])([F:34])[S:29]([O:1][C:2]1[CH2:7][CH2:6][N:5]([C:8]([O:10][C:11]([CH3:12])([CH3:13])[CH3:14])=[O:9])[CH2:4][C:3]=1[C:15]([O:17][CH3:18])=[O:16])(=[O:30])=[O:28]. Procedure details: To a solution of 1-tert-butyl 3-methyl 4-oxopiperidine-1,3-dicarboxylate (2.50 g, 9.72 mmol) in DCM (50 mL) was added DIPEA (2.03 mL, 11.66 mmol) and Tf2O (1.80 mL, 10.69 mmol) at −78° C., and then it was warmed up to room temperature and stirred further for 2 h, the solution was diluted with DCM and the organic layer was washed with Sat. NaHCO3, dried and concentrated to give 1-tert-butyl 3-methyl 4-(((trifluoromethyl)sulfonyl)oxy)-5,6-dihydropyridine-1,3(2H)-dicarboxylate as crude product (4.4... Reactants: CC1=NOC(=C1OCC1=CC=C(C=C1)S(=O)(=O)N(C1=CC=C(C=C1)C(CO[Si](C(C)(C)C)(C)C)CO[Si](C(C)(C)C)(C)C)CC(C)C)C (4-(((3,5-dimethylisoxazol-4-yl)oxy)methyl)-N-isobutyl-N-(4-(2,2,3,3,9,9,10,10-octamethyl-4,8-dioxa-3,9-disilaundecan-6-yl)phenyl)benzenesulfonamide), CCCC[N+](CCCC)(CCCC)CCCC.[F-] (TBAF). Solvent: O1CCCC1 (tetrahydrofuran). Conditions: time 1 hour. The product is OCC(CO)C1=CC=C(C=C1)N(S(=O)(=O)C1=CC=C(C=C1)COC=1C(=NOC1C)C)CC(C)C (N-(4-(1,3-dihydroxypropan-2-yl)phenyl)-4-(((3,5-dimethylisoxazol-4-yl)oxy)methyl)-N-isobutylbenzenesulfonamide). Isolated yield 52.3%. As a reaction SMILES: [CH3:1][C:2]1[C:6]([O:7][CH2:8][C:9]2[CH:14]=[CH:13][C:12]([S:15]([N:18]([CH2:44][CH:45]([CH3:47])[CH3:46])[C:19]3[CH:24]=[CH:23][C:22]([CH:25]([CH2:35][O:36][Si](C)(C)C(C)(C)C)[CH2:26][O:27][Si](C)(C)C(C)(C)C)=[CH:21][CH:20]=3)(=[O:17])=[O:16])=[CH:11][CH:10]=2)=[C:5]([CH3:48])[O:4][N:3]=1.CCCC[N+](CCCC)(CCCC)CCCC.[F-]>O1CCCC1>[OH:27][CH2:26][CH:25]([C:22]1[CH:21]=[CH:20][C:19]([N:18]([CH2:44][CH:45]([CH3:47])[CH3:46])[S:15]([C:12]2[CH:13]=[CH:14][C:9]([CH2:8][O:7][C:6]3[C:2]([CH3:1])=[N:3][O:4][C:5]=3[CH3:48])=[CH:10][CH:11]=2)(=[O:17])=[O:16])=[CH:24][CH:23]=1)[CH2:35][OH:36] |f:1.2|. Procedure details: To a solution of 4-(((3,5-dimethylisoxazol-4-yl)oxy)methyl)-N-isobutyl-N-(4-(2,2,3,3,9,9,10,10-octamethyl-4,8-dioxa-3,9-disilaundecan-6-yl)phenyl)benzenesulfonamide (214.7 mg, 0.299 mmol) in tetrahydrofuran (THF) (10 mL) was added TBAF (1 M in THF, 0.748 mL, 0.748 mmol), and this was stirred at room temperature for 1 hour. The reaction mixture was concentrated in vacuo and extracted to the organic phase of an aqueous workup between ethyl acetate and water/brine. The organic phase was separated (... Starting materials: solution, C(CCC)[Li] (n-butyl lithium), C(C)(=O)NC1=C(C=C(C(=O)OC2=C(C(=C(C(=C2F)F)F)NC(C(C)(C)C)=O)C(C)=O)C=C1)F (2-acetyl-4,5,6-trifluoro-3-pivaloylaminophenyl 4-acetylamino-3-fluorobenzoate), [Cl-].[NH4+] (ammonium chloride), C(C)(C)NC(C)C (diisopropylamine). Solvent: CCCCCC (n-hexane), O1CCCC1 (tetrahydrofuran), O1CCCC1 (tetrahydrofuran). Run at temperature -78 celsius, time 2 hour. The product is C(C)(=O)NC1=C(C=C(C=C1)C=1OC2=C(C(C1)=O)C(=C(C(=C2F)F)F)NC(C(C)(C)C)=O)F (2-(4-acetylamino-3-fluorophenyl)-6,7,8-trifluoro-5-pivaloylamino-4H-1-benzopyran-4-one). Isolated yield 40.9%. Reaction SMILES: C(NC(C)C)(C)C.C([Li])CCC.[C:13]([NH:16][C:17]1[CH:44]=[CH:43][C:20]([C:21]([O:23][C:24]2[C:29]([F:30])=[C:28]([F:31])[C:27]([F:32])=[C:26]([NH:33][C:34](=[O:39])[C:35]([CH3:38])([CH3:37])[CH3:36])[C:25]=2[C:40](=[O:42])[CH3:41])=O)=[CH:19][C:18]=1[F:45])(=[O:15])[CH3:14].[Cl-].[NH4+]>O1CCCC1.CCCCCC>[C:13]([NH:16][C:17]1[CH:44]=[CH:43][C:20]([C:21]2[O:23][C:24]3[C:29]([F:30])=[C:28]([F:31])[C:27]([F:32])=[C:26]([NH:33][C:34](=[O:39])[C:35]([CH3:38])([CH3:36])[CH3:37])[C:25]=3[C:40](=[O:42])[CH:41]=2)=[CH:19][C:18]=1[F:45])(=[O:15])[CH3:14] |f:3.4|. Reported procedure: 0.83 mL (5.9 mmol) of diisopropylamine was dissolved in 10 mL of tetrahydrofuran under argon atmosphere, 3.5 mL of a 1.6 M solution of n-butyl lithium in n-hexane was added dropwise under ice-cooling and the solution was cooled to -78 ° C. To this solution was added a solution of 838 mg (1.79 mmol) of the above 2-acetyl-4,5,6-trifluoro-3-pivaloylaminophenyl 4-acetylamino-3-fluorobenzoate in 20 mL of tetrahydrofuran was added dropwise and the mixture was stirred for 2 hours while the temperature ...